Task: describe an organic reaction: reactants, conditions, products, and yield. Dataset: the Open Reaction Database (ORD), a public repository of structured organic reaction records Starting materials: Nc1nnc(Cl)cc1Br, CCOC(=O)c1cnc2c(Br)cc(Cl)nn12, CCOC(=O)C(Cl)C=O. Yields the product CCOC(=O)c1cnc2c(Cl)cc(Cl)nn12. RXN SMILES: [Br:10][c:11]1[cH:12][c:13]([Cl:14])[n:15][n:16][c:17]1[NH2:18].[Br:19][c:20]1[c:21]2[n:22]([n:23][c:24]([Cl:26])[cH:25]1)[c:27]([C:30](=[O:31])[O:32][CH2:33][CH3:34])[cH:28][n:29]2.[Cl:1][CH:2]([CH:3]=[O:4])[C:5]([O:6][CH2:7][CH3:8])=[O:9]>>[Cl:1][c:20]1[c:21]2[n:22]([n:23][c:24]([Cl:26])[cH:25]1)[c:27]([C:30](=[O:31])[O:32][CH2:33][CH3:34])[cH:28][n:29]2. The reactants are N1(CCCCC1)C1C[C@H](NC1)C(=O)OC (4-(1-piperidinyl)-L-proline, methyl ester), [H][H] (hydrogen). Reagents/catalysts: [Pd] (palladium on charcoal). The solvent is CO (methanol), O (water). Yields the product N1(CCCCC1)[C@H]1C[C@H](NC1)C(=O)OC ([4S]-4-(1-Piperidinyl)-L-proline, methyl ester). RXN SMILES: [N:1]1([CH:7]2[CH2:11][NH:10][C@H:9]([C:12]([O:14][CH3:15])=[O:13])[CH2:8]2)[CH2:6][CH2:5][CH2:4][CH2:3][CH2:2]1.[H][H]>CO.[Pd].O>[N:1]1([C@@H:7]2[CH2:11][NH:10][C@H:9]([C:12]([O:14][CH3:15])=[O:13])[CH2:8]2)[CH2:2][CH2:3][CH2:4][CH2:5][CH2:6]1. Procedure: A solution of 10.0 g of [4S]-1-[phenylmethoxy)carbonyl]-4-(1-piperidinyl)-L-proline, methyl ester in 100 ml of methanol is treated with a suspension of 2 g of 5% palladium on charcoal in 10 ml of water and placed under 3 atmospheres of hydrogen. After an equivalent quantity of hydrogen is consumed, the suspension is filtered and the solvent evaporated to give the title compound. Starting materials: C(C)OC(C(C=CCCC1=CC(=C(C(=C1)OC)OC)OC)=O)OCC (6-(3,4,5-trimethoxyphenyl)-2-keto-3-hexenal-diethylacetal). Reagents/catalysts: [Pd] (palladium on carbon). Run in C(C)O (ethanol). Run at time 8 hour. Product: C(C)OC(C(C)=O)(CCCC1=CC(=C(C(=C1)OC)OC)OC)OCC (6-(3,4,5-trimethoxyphenyl)-2-keto-3-hexanal-diethylacetal). Isolated yield 178.2%. RXN SMILES: C(O[CH:4](OCC)[C:5](=[O:22])[CH:6]=[CH:7][CH2:8][CH2:9][C:10]1[CH:15]=[C:14]([O:16][CH3:17])[C:13]([O:18][CH3:19])=[C:12]([O:20][CH3:21])[CH:11]=1)C>C(O)C.[Pd]>[CH2:14]([O:16][C:6]([O:20][CH2:12][CH3:11])([CH2:7][CH2:8][CH2:9][C:10]1[CH:11]=[C:12]([O:20][CH3:21])[C:13]([O:18][CH3:19])=[C:14]([O:16][CH3:17])[CH:15]=1)[C:5](=[O:22])[CH3:4])[CH3:13]. Procedure details: To a solution of 2 g (5.7 mmol) of 6-(3,4,5-trimethoxyphenyl)-2-keto-3-hexenal-diethylacetal in 50 ml of ethanol was added 20 mg of 10% palladium on carbon and the mixture hydrogenated at 50 psi for 8 hours. The catalyst was filtered and the ethanol evaporated to yield 1.8 g of 6-(3,4,5-trimethoxyphenyl)-2-keto-3-hexanal-diethylacetal as an oil. 1H NMR (CDCl3) δ 6.38 (s, 2 H), 4.50 (s, 1 H), 3.80 (s, 6 H), 3.76 (s, 3 H), 3.60 (q, 2 H), 3.50 (q, 2 H), 2.50 (m, 4 H), 1.60 (m, 4 H), 1.20 (t, 6 H). Starting materials: [H][H] (hydrogen), [H][H] (hydrogen), CC1=CC(=O)CC(C1=O)(C)C (4-oxoisophorone), S(=O)(=O)([O-])[O-].[NH4+].[NH4+] (ammonium sulfate), N (ammonia). Reagents/catalysts: [Ni] (Ni). The solvent is C(C)O (ethanol). Conditions: temperature 180 celsius, time 20 hour. Product: NC1C(CC(CC1C)N)(C)C (1,4-diamino-2,2,6-trimethylcyclohexane). Reaction SMILES: [CH3:1][C:2]1[C:8](=O)[C:7]([CH3:11])([CH3:10])[CH2:6][C:4](=O)[CH:3]=1.S([O-])([O-])(=O)=O.[NH4+:17].[NH4+:18].N.[H][H]>C(O)C.[Ni]>[NH2:17][CH:8]1[CH:2]([CH3:1])[CH2:3][CH:4]([NH2:18])[CH2:6][C:7]1([CH3:11])[CH3:10] |f:1.2.3|. Procedure details: A mixture of 152 g of 4-oxoisophorone (formula IIa), 150 g of ammonium sulfate, 50 g of Raney Ni and 1 liter of ammonia was charged with 80 bar hydrogen in a 3 liter autoclave at room temperature and then stirred at 180° C. for 20 h. When the uptake of hydrogen was complete, the reaction mixture was let down, taken up in ethanol, filtered and subjected to fractional distillation. 130 g of the diamine of formula Ia having a boiling point of 62 to 65° C. under 0.1 mbar were obtained. The reactants are CN1CCC(N(C)c2cccc(N)n2)CC1, c1ccncc1, O=C(Cl)c1ccco1. Yields the product CN1CCC(N(C)c2cccc(NC(=O)c3ccco3)n2)CC1, Cl. As a reaction SMILES: [CH3:1][N:2]([c:3]1[n:4][c:5]([NH2:9])[cH:6][cH:7][cH:8]1)[CH:10]1[CH2:11][CH2:12][N:13]([CH3:16])[CH2:14][CH2:15]1.[cH:25]1[cH:26][cH:27][n:28][cH:29][cH:30]1.[o:17]1[c:18]([C:22](=[O:23])[Cl:24])[cH:19][cH:20][cH:21]1>>[CH3:1][N:2]([c:3]1[n:4][c:5]([NH:9][C:22]([c:18]2[o:17][cH:21][cH:20][cH:19]2)=[O:23])[cH:6][cH:7][cH:8]1)[CH:10]1[CH2:11][CH2:12][N:13]([CH3:16])[CH2:14][CH2:15]1.[ClH:24]. Reactants: C(C1=CC=CC=C1)OC(C[C@@H](C(NCCCCCCCCCCCCCC)=O)N)=O ((S)-3-amino-3-tetradecylcarbamoylpropionic acid benzyl ester), CS(=O)(=O)NCCCCCC(=O)NCCCCCC(=O)O (6-(6-methanesulfonamidohexanamido)hexanoic acid), C1CCC(CC1)N=C=NC2CCCCC2 (DCC). Solvent: C(Cl)Cl (methylenechloride). Yields the product C(C1=CC=CC=C1)OC(C[C@@H](C(NCCCCCCCCCCCCCC)=O)NC(CCCCCNC(CCCCCNS(=O)(=O)C)=O)=O)=O ((S)-3-[6-(6-methanesulfonamidohexanamido)hexanamido]-3-tetradecylcarbamoylpropionic acid benzyl ester). The yield is 7.7%. RXN SMILES: [CH2:1]([O:8][C:9](=[O:30])[CH2:10][C@H:11]([NH2:29])[C:12](=[O:28])[NH:13][CH2:14][CH2:15][CH2:16][CH2:17][CH2:18][CH2:19][CH2:20][CH2:21][CH2:22][CH2:23][CH2:24][CH2:25][CH2:26][CH3:27])[C:2]1[CH:7]=[CH:6][CH:5]=[CH:4][CH:3]=1.[CH3:31][S:32]([NH:35][CH2:36][CH2:37][CH2:38][CH2:39][CH2:40][C:41]([NH:43][CH2:44][CH2:45][CH2:46][CH2:47][CH2:48][C:49](O)=[O:50])=[O:42])(=[O:34])=[O:33].C1CCC(N=C=NC2CCCCC2)CC1>C(Cl)Cl>[CH2:1]([O:8][C:9](=[O:30])[CH2:10][C@H:11]([NH:29][C:49](=[O:50])[CH2:48][CH2:47][CH2:46][CH2:45][CH2:44][NH:43][C:41](=[O:42])[CH2:40][CH2:39][CH2:38][CH2:37][CH2:36][NH:35][S:32]([CH3:31])(=[O:33])=[O:34])[C:12](=[O:28])[NH:13][CH2:14][CH2:15][CH2:16][CH2:17][CH2:18][CH2:19][CH2:20][CH2:21][CH2:22][CH2:23][CH2:24][CH2:25][CH2:26][CH3:27])[C:2]1[CH:3]=[CH:4][CH:5]=[CH:6][CH:7]=1. Procedure details: 1.05 g of (S)-3-amino-3-tetradecylcarbamoylpropionic acid benzyl ester and 1.00 g of 6-(6-methanesulfonamidohexanamido)hexanoic acid were mingled in 20 ml of methylenechloride and after adding thereto 500 mg of DCC and treating the mixuture in the same manner as in Example 26, 140 mg of (S)-3-[6-(6-methanesulfonamidohexanamido)hexanamido]-3-tetradecylcarbamoylpropionic acid benzyl ester was obtained. Starting materials: ClC1=NOC2=C1C=C(C=C2)F (3-chloro-5-fluoro-1,2-benzisoxazole), C(C)(C)(C)OC(=O)NCCS (2-t-butoxycarbonylaminoethanethiol), C([O-])([O-])=O.[K+].[K+] (potassium carbonate), ice water. Solvent: CN(C=O)C (dimethylformamide). The product is Cl.NCCSC1=NOC2=C1C=C(C=C2)F (3-(2-Aminoethylthio)-5-fluoro-1,2-benzisoxazole hydrochloride). Yield: 100.6%. Reaction SMILES: [Cl:1][C:2]1[C:6]2[CH:7]=[C:8]([F:11])[CH:9]=[CH:10][C:5]=2[O:4][N:3]=1.C(OC([NH:19][CH2:20][CH2:21][SH:22])=O)(C)(C)C.C(=O)([O-])[O-].[K+].[K+]>CN(C)C=O>[ClH:1].[NH2:19][CH2:20][CH2:21][S:22][C:2]1[C:6]2[CH:7]=[C:8]([F:11])[CH:9]=[CH:10][C:5]=2[O:4][N:3]=1 |f:2.3.4,6.7|. Procedure details: To a solution of 3-chloro-5-fluoro-1,2-benzisoxazole (0.83 g) in dimethylformamide (8 ml) was added 2-t-butoxycarbonylaminoethanethiol (0.86 g) and potassium carbonate (0.67 g) with stirring under nitrogen atmosphere, and the mixture was then stirred at 80° C. for 3 hours. The reaction mixture was poured into ice water, extracted with ethyl acetate and the combined extracts were washed with brine and dried over anhydrous magnesium sulphate. After filtration, the solvent was evaporated under redu...